This data is from the Open Reaction Database (ORD), a public repository of structured organic reaction records. The task is: describe an organic reaction: reactants, conditions, products, and yield Starting materials: BrC=1C=C2C=CNC2=NC1 (5-bromo-7-azaindole), CN(C=O)C (N,N-Dimethylformamide), [H-].[Na+] (Sodium hydride), C(C)(C)[Si](C(C)C)(C(C)C)Cl (Triisopropylsilyl chloride). Solvent: O (water). Conditions: time 10 minute. Yields the product BrC=1C=C2C(=NC1)N(C=C2)[Si](C(C)C)(C(C)C)C(C)C (5-Bromo-1-triisopropylsilanyl-1H-pyrrolo[2,3-b]pyridine). The yield is 74.3%. RXN SMILES: [Br:1][C:2]1[CH:3]=[C:4]2[C:8](=[N:9][CH:10]=1)[NH:7][CH:6]=[CH:5]2.CN(C)C=O.[H-].[Na+].[CH:18]([Si:21](Cl)([CH:25]([CH3:27])[CH3:26])[CH:22]([CH3:24])[CH3:23])([CH3:20])[CH3:19]>O>[Br:1][C:2]1[CH:3]=[C:4]2[CH:5]=[CH:6][N:7]([Si:21]([CH:25]([CH3:27])[CH3:26])([CH:22]([CH3:24])[CH3:23])[CH:18]([CH3:20])[CH3:19])[C:8]2=[N:9][CH:10]=1 |f:2.3|. Reported procedure: Into a Round bottom flask was added 5-bromo-7-azaindole 1 (900.0 mg, 0.004568 mol) and N,N-Dimethylformamide (25.0 mL, 0.323 mol) and Sodium hydride (0.20 g, 0.0050 mol) at room temperature. After 10 minutes, Triisopropylsilyl chloride (1.1 mL, 0.0050 mol) was added to the reaction mixture. The reaction mixture was stirred at room temperature overnight. The reaction mixture was poured into water, extracted with EtOAc. The organic layer was washed with brine, dried over sodium sulfate, concentrat... Reactants: N#Cc1cc([N+](=O)[O-])cc2cc[nH]c12, CO, NN. The product is N#Cc1cc(N)cc2cc[nH]c12. As a reaction SMILES: [C:1](#[N:2])[c:3]1[cH:4][c:5]([N+:12]([O-:13])=[O:14])[cH:6][c:7]2[cH:8][cH:9][nH:10][c:11]12.[CH3:17][OH:18].[NH2:15][NH2:16]>>[C:1](#[N:2])[c:3]1[cH:4][c:5]([NH2:12])[cH:6][c:7]2[cH:8][cH:9][nH:10][c:11]12.